Dataset: the Open Reaction Database (ORD), a public repository of structured organic reaction records. Task: describe an organic reaction: reactants, conditions, products, and yield Reactants: C(C1=CC=CC=C1)SC=1C=C2C(=CNC(C2=CC1)=O)C#N (6-(benzylthio)-1-oxo-1,2-dihydroisoquinoline-4-carbonitrile), ClCCCl (DCE), O=P(Cl)(Cl)Cl (POCl3). The solvent is C(C)(=O)OCC (ethyl acetate). Conditions: temperature 90 celsius, time 8 hour. Product: C(C1=CC=CC=C1)SC=1C=C2C(=CN=C(C2=CC1)Cl)C#N (6-(benzylthio)-1-chloroisoquinoline-4-carbonitrile). RXN SMILES: [CH2:1]([S:8][C:9]1[CH:10]=[C:11]2[C:16](=[CH:17][CH:18]=1)[C:15](=O)[NH:14][CH:13]=[C:12]2[C:20]#[N:21])[C:2]1[CH:7]=[CH:6][CH:5]=[CH:4][CH:3]=1.[Cl:22]CCCl.O=P(Cl)(Cl)Cl>C(OCC)(=O)C>[CH2:1]([S:8][C:9]1[CH:10]=[C:11]2[C:16](=[CH:17][CH:18]=1)[C:15]([Cl:22])=[N:14][CH:13]=[C:12]2[C:20]#[N:21])[C:2]1[CH:7]=[CH:6][CH:5]=[CH:4][CH:3]=1. Reported procedure: A vial was charged with 6-(benzylthio)-1-oxo-1,2-dihydroisoquinoline-4-carbonitrile (0.492 g, 1.683 mmol) and DCE (8.41 ml). POCl3 (0.314 ml, 3.37 mmol) was added and the reaction was stirred overnight at 90° C. The reaction was diluted with ethyl acetate and washed with water. The aqueous layer was extracted with ethyl acetate, and the combined organic layers were dried with sodium sulfate, filtered, and concentrated. The material was purified via column chromatography (40 g silica gel column, ... Starting materials: COC(CNc1ccc(OCc2ccccc2)cc1)OC, CCO, [H][H], [OH-], [OH-], [Pd+2]. Yields the product COC(CNc1ccc(O)cc1)OC. RXN SMILES: [CH2:1]([c:2]1[cH:3][cH:4][cH:5][cH:6][cH:7]1)[O:8][c:9]1[cH:10][cH:11][c:12]([NH:15][CH2:16][CH:17]([O:18][CH3:19])[O:20][CH3:21])[cH:13][cH:14]1.[CH3:24][CH2:25][OH:26].[H:22][H:23].[OH-:27].[OH-:29].[Pd+2:28]>>[OH:8][c:9]1[cH:10][cH:11][c:12]([NH:15][CH2:16][CH:17]([O:18][CH3:19])[O:20][CH3:21])[cH:13][cH:14]1. Procedure details: 2 g of 3-acetoxymethyl-7-chloroacetamido-3-cephem-4-carboxylic acid and 483 mg of sodium hydrogen carbonate were dissolved in 20 ml of 60% v/v aqueous methanol, and 30 g of anhydrous calcium chloride were added. The mixture was then stirred at 70° C. for 50 minutes, after which it was diluted with 50 ml of ice-water, its pH was adjusted to a value of 1-2 by the addition of hydrochloric acid, and it was extracted three times, each time with 50 ml of ethyl acetate. The ethyl acetate extracts were ... Reaction conditions: temperature 70 celsius, time 50 minute. As a reaction SMILES: [C:1]([O:4][CH2:5][C:6]1[CH2:7][S:8][C@@H:9]2[CH:16]([NH:17][C:18](=[O:21])[CH2:19][Cl:20])[C:15](=[O:22])[N:10]2[C:11]=1[C:12]([OH:14])=[O:13])(=O)C.C(=O)([O-])O.[Na+].[Cl-].[Ca+2].[Cl-].Cl>CO>[Cl:20][CH2:19][C:18]([NH:17][CH:16]1[C:15](=[O:22])[N:10]2[C:11]([C:12]([OH:14])=[O:13])=[C:6]([CH2:5][O:4][CH3:1])[CH2:7][S:8][C@H:9]12)=[O:21] |f:1.2,3.4.5|. Product: ClCC(=O)NC1[C@@H]2N(C(=C(CS2)COC)C(=O)O)C1=O (7-chloroacetamido-3-methoxymethyl-3-cephem-4-carboxylic acid). Reactants: Cl (hydrochloric acid), C(C)(=O)OCC=1CS[C@H]2N(C1C(=O)O)C(C2NC(CCl)=O)=O (3-acetoxymethyl-7-chloroacetamido-3-cephem-4-carboxylic acid), C(O)([O-])=O.[Na+] (sodium hydrogen carbonate), [Cl-].[Ca+2].[Cl-] (calcium chloride). The yield is 70.7%. Solvent: CO (methanol), ice water.